Dataset: the Open Reaction Database (ORD), a public repository of structured organic reaction records. Task: describe an organic reaction: reactants, conditions, products, and yield Run at temperature 5 celsius, time 30 minute. The reactants are resultant mixture, C(C1=CC=CC=C1)OCC(O)CO[Si](C)(C)C(C)(C)C (1-O-benzyl-3-O-t-butyldimethylsilylglycerol), N1=CC=CC=C1 (pyridine), S(=O)(=O)(C)Cl (mesyl chloride). Reaction SMILES: [CH2:1]([O:8][CH2:9][CH:10]([CH2:12][O:13][Si:14]([C:17]([CH3:20])([CH3:19])[CH3:18])([CH3:16])[CH3:15])[OH:11])[C:2]1[CH:7]=[CH:6][CH:5]=[CH:4][CH:3]=1.N1C=CC=CC=1.[S:27](Cl)([CH3:30])(=[O:29])=[O:28]>O>[CH2:1]([O:8][CH2:9][CH:10]([CH2:12][O:13][Si:14]([C:17]([CH3:20])([CH3:19])[CH3:18])([CH3:15])[CH3:16])[O:11][S:27]([CH3:30])(=[O:29])=[O:28])[C:2]1[CH:7]=[CH:6][CH:5]=[CH:4][CH:3]=1. Solvent: O (water). Procedure: 1-O-benzyl-3-O-t-butyldimethylsilylglycerol (1.63 g) was added to pyridine (6 ml), and the mixture was cooled to 5° C., and mesyl chloride (0.5 ml) was added dropwise thereto, and the resultant mixture was stirred overnight at room temperature. Upon confirming the completion of the reaction, the reaction liquid was cooled to 5° C., water (0.5 ml) was added thereto and the mixture stirred at the same temperature for 30 minutes. Yields the product C(C1=CC=CC=C1)OCC(OS(=O)(=O)C)CO[Si](C)(C)C(C)(C)C (1-O-benzyl-3-O-t-butyldimethylsilyl-2-O-mesylglycerol). Starting materials: N#Cc1ccc(C=O)cc1, CCO, COc1ccc2c(=O)c(C)c(-c3ccccc3)oc2c1C(C)=O, [K+], [OH-], O. Yields the product COc1ccc2c(=O)c(C)c(-c3ccccc3)oc2c1C(=O)C=Cc1ccc(C#N)cc1. Reaction SMILES: [C:26](#[N:27])[c:28]1[cH:29][cH:30][c:31]([CH:32]=[O:33])[cH:34][cH:35]1.[CH3:36][CH2:37][OH:38].[CH3:3][O:4][c:5]1[cH:6][cH:7][c:8]2[c:9](=[O:25])[c:10]([CH3:24])[c:11](-[c:18]3[cH:19][cH:20][cH:21][cH:22][cH:23]3)[o:12][c:13]2[c:14]1[C:15]([CH3:16])=[O:17].[K+:2].[OH-:1].[OH2:39]>>[CH3:3][O:4][c:5]1[cH:6][cH:7][c:8]2[c:9](=[O:25])[c:10]([CH3:24])[c:11](-[c:18]3[cH:19][cH:20][cH:21][cH:22][cH:23]3)[o:12][c:13]2[c:14]1[C:15]([CH:16]=[CH:32][c:31]1[cH:30][cH:29][c:28]([C:26]#[N:27])[cH:35][cH:34]1)=[O:17]. Starting materials: O (water), O (Water), tris-(2-carboxylethyl)phosphine hydrochloride, FC1=CC(=C(C=C1)S(=O)(=O)Cl)C(F)(F)F (4-Fluoro-2-(trifluoromethyl)benzenesulphonyl chloride). The solvent is O1CCOCC1 (dioxane). Reaction conditions: temperature 25 celsius. Product: FC1=CC(=C(C=C1)S)C(F)(F)F (4-Fluoro-2-trifluoromethyl-benzenethiol). Isolated yield 85.0%. As a reaction SMILES: [F:1][C:2]1[CH:7]=[CH:6][C:5]([S:8](Cl)(=O)=O)=[C:4]([C:12]([F:15])([F:14])[F:13])[CH:3]=1.O>O1CCOCC1>[F:1][C:2]1[CH:7]=[CH:6][C:5]([SH:8])=[C:4]([C:12]([F:15])([F:13])[F:14])[CH:3]=1. Reported procedure: 4-Fluoro-2-(trifluoromethyl)benzenesulphonyl chloride (2.0 g) was dissolved in dioxane (12 mL) under a N2-atmosphere at ambient temperature. Water (3.0 mL) and tris-(2-carboxylethyl)phosphine hydrochloride (8.73 g) was added afterwards. The reaction mixture is stirred under reflux for 6 h. The reaction mixture is cooled to 25° C. and dissolved with water (30 mL). The product is extracted with CH2Cl2 (100 mL) several times. The combined organic layers are washed with water and dried over Na2SO4. ... Reactants: C1COCCOCCOCCOCCOCCO1 (18-crown-6), C1=NC=CC2=CC=CC=C12 (isoquinoline), [F-].[K+] (KF), FC1=C(C=O)C=CC=C1 (2-fluorobenzaldehyde), FC(S(=O)(=O)OC1=C(C=CC=C1)[Si](C)(C)C)(F)F (2-(trimethylsilyl)phenyl trifluoromethanesulfonate), Pet. ether EtOAc. Solvent: C1CCOC1 (THF). The product is FC1=C(C=CC=C1)C1C2=C(N3C(C4=CC=CC=C4C=C3)O1)C=CC=C2 (6-(2-fluorophenyl)-4bH,6H-benzo[4,5][1,3]oxazino[2,3-a]isoquinoline). The yield is 64.0%. As a reaction SMILES: [CH:1]1[C:10]2[C:5](=[CH:6][CH:7]=[CH:8][CH:9]=2)[CH:4]=[CH:3][N:2]=1.[F:11][C:12]1[CH:19]=[CH:18][CH:17]=[CH:16][C:13]=1[CH:14]=[O:15].FC(F)(F)S(O[C:26]1[CH:31]=[CH:30][CH:29]=[CH:28][C:27]=1[Si](C)(C)C)(=O)=O.[F-].[K+].C1OCCOCCOCCOCCOCCOC1>C1COCC1>[F:11][C:12]1[CH:19]=[CH:18][CH:17]=[CH:16][C:13]=1[CH:14]1[O:15][CH:1]2[C:10]3[C:5]([CH:4]=[CH:3][N:2]2[C:27]2[CH:28]=[CH:29][CH:30]=[CH:31][C:26]1=2)=[CH:6][CH:7]=[CH:8][CH:9]=3 |f:3.4|. Reported procedure: Following the general procedure, treatment of isoquinoline (00.064 g, 59 μL, 0.50 mmol) and 2-fluorobenzaldehyde (0.095 g, 79 μL, 0.75 mmol) with 2-(trimethylsilyl)phenyl trifluoromethanesulfonate (0.179 g, 146 μL, 0.60 mmol) in the presence of KF (0.070 g, 1.2 mmol) and 18-crown-6 (0.317 g, 1.2 mmol) in THF (2.0 mL) at −10° C. to room temperature for 12 hrs followed by flash column chromatography (Pet. ether/EtOAc=93/07) of the crude reaction mixture afforded 6-(2-fluorophenyl)-4bH,6H-benzo[4,5... The product is COc1nsnc1-c1ccc(C#N)cc1. Reactants: COc1nsnc1-c1ccc(Br)cc1, CN(C)C=O, N#C[Cu]C#N, N#C[Na], O. Reaction SMILES: [Br:1][c:2]1[cH:3][cH:4][c:5](-[c:8]2[c:9]([O:13][CH3:14])[n:10][s:11][n:12]2)[cH:6][cH:7]1.[CH3:20][N:21]([CH3:22])[CH:23]=[O:24].[Cu:15]([C:16]#[N:17])[C:18]#[N:19].[Na:25][C:26]#[N:27].[OH2:28]>>[c:2]1([C:16]#[N:17])[cH:3][cH:4][c:5](-[c:8]2[c:9]([O:13][CH3:14])[n:10][s:11][n:12]2)[cH:6][cH:7]1. The reactants are C(C)(C)(C)OC(=O)NCC(=O)NCCC[C@@H](COC(NC=1N=CC2=CC=C(C=C2C1)F)=O)N(C(=O)NCC1=C(C(=CC=C1)F)Cl)C ((6-Fluoro-isoquinolin-3-yl)-carbamic acid (S)-5-(2-tert-butoxycarbonylamino-acetylamino)-2-[3-(2-chloro-3-fluoro-benzyl)-1-methyl-ureido]-pentyl ester), C(=O)(C(F)(F)F)O (TFA). Run in C(Cl)Cl (DCM). Run at time 2 hour. Product: FC=1C=C2C=C(N=CC2=CC1)NC(OC[C@H](CCCNC(CN)=O)N(C(=O)NCC1=C(C(=CC=C1)F)Cl)C)=O ((S)-5-(2-aminoacetamido)-2-(3-(2-chloro-3-fluorobenzyl)-1-methylureido)pentyl 6-fluoroisoquinolin-3-ylcarbamate). Isolated yield 78.8%. RXN SMILES: C(OC([NH:8][CH2:9][C:10]([NH:12][CH2:13][CH2:14][CH2:15][C@H:16]([N:33]([CH3:46])[C:34]([NH:36][CH2:37][C:38]1[CH:43]=[CH:42][CH:41]=[C:40]([F:44])[C:39]=1[Cl:45])=[O:35])[CH2:17][O:18][C:19](=[O:32])[NH:20][C:21]1[N:22]=[CH:23][C:24]2[C:29]([CH:30]=1)=[CH:28][C:27]([F:31])=[CH:26][CH:25]=2)=[O:11])=O)(C)(C)C.C(O)(C(F)(F)F)=O>C(Cl)Cl>[F:31][C:27]1[CH:28]=[C:29]2[C:24](=[CH:25][CH:26]=1)[CH:23]=[N:22][C:21]([NH:20][C:19](=[O:32])[O:18][CH2:17][C@@H:16]([N:33]([CH3:46])[C:34]([NH:36][CH2:37][C:38]1[CH:43]=[CH:42][CH:41]=[C:40]([F:44])[C:39]=1[Cl:45])=[O:35])[CH2:15][CH2:14][CH2:13][NH:12][C:10](=[O:11])[CH2:9][NH2:8])=[CH:30]2. Reported procedure: To a solution of (6-Fluoro-isoquinolin-3-yl)-carbamic acid (S)-5-(2-tert-butoxycarbonylamino-acetylamino)-2-[3-(2-chloro-3-fluoro-benzyl)-1-methyl-ureido]-pentyl ester (105 mg, 0.16 mmol) in DCM (10.0 mL) was added TFA (1.0 mL). The mixture was stirred at RT for 2 h. The mixture was concentrated and re-dissolved DCM. The DCM layer was washed with K2CO3 (2 N), saturated NaHCO3, and brine, dried over Na2SO4, filtered, and concentrated. The residue was purified on silica gel column using a mixture ...